From a dataset of the Open Reaction Database (ORD), a public repository of structured organic reaction records. describe an organic reaction: reactants, conditions, products, and yield The reactants are CN1C(=NC=2C1=NC=CC2)CO (3-methyl-3H-imidazo[4,5-b]pyridin-2-ylmethanol), N(=NC(=O)N1CCCCC1)C(=O)N1CCCCC1 (1,1'-(azodicarbonyl)dipiperidine), OC1=CC=C(CC2C(N(C(S2)=O)C(C2=CC=CC=C2)(C2=CC=CC=C2)C2=CC=CC=C2)=O)C=C1 (5-(4-hydroxybenzyl)-3-triphenylmethylthiazolidine-2,4-dione), C(CCC)P(CCCC)CCCC (tributylphosphine). The solvent is C1=CC=CC=C1 (benzene). Yields the product CN1C(=NC=2C1=NC=CC2)COC2=CC=C(CC1C(N(C(S1)=O)C(C1=CC=CC=C1)(C1=CC=CC=C1)C1=CC=CC=C1)=O)C=C2 (5-{4-(3-Methyl-3H-imidazo[4,5-b]pyridin-2-ylmethoxy)-benzyl}-3-triphenylmethylthiazolidine-2,4-dione). The yield is 16.0%. RXN SMILES: [CH3:1][N:2]1[C:6]2=[N:7][CH:8]=[CH:9][CH:10]=[C:5]2[N:4]=[C:3]1[CH2:11][OH:12].O[C:14]1[CH:46]=[CH:45][C:17]([CH2:18][CH:19]2[S:23][C:22](=[O:24])[N:21]([C:25]([C:38]3[CH:43]=[CH:42][CH:41]=[CH:40][CH:39]=3)([C:32]3[CH:37]=[CH:36][CH:35]=[CH:34][CH:33]=3)[C:26]3[CH:31]=[CH:30][CH:29]=[CH:28][CH:27]=3)[C:20]2=[O:44])=[CH:16][CH:15]=1.C(P(CCCC)CCCC)CCC.N(C(N1CCCCC1)=O)=NC(N1CCCCC1)=O>C1C=CC=CC=1>[CH3:1][N:2]1[C:6]2=[N:7][CH:8]=[CH:9][CH:10]=[C:5]2[N:4]=[C:3]1[CH2:11][O:12][C:14]1[CH:46]=[CH:45][C:17]([CH2:18][CH:19]2[S:23][C:22](=[O:24])[N:21]([C:25]([C:38]3[CH:43]=[CH:42][CH:41]=[CH:40][CH:39]=3)([C:32]3[CH:33]=[CH:34][CH:35]=[CH:36][CH:37]=3)[C:26]3[CH:31]=[CH:30][CH:29]=[CH:28][CH:27]=3)[C:20]2=[O:44])=[CH:16][CH:15]=1. Procedure details: A procedure similar to that described in Preparation 4 was repeated, except that 0.5 g of 3-methyl-3H-imidazo[4,5-b]pyridin-2-ylmethanol (prepared as described in Preparation 15), 1.43 g of 5-(4-hydroxybenzyl)-3-triphenylmethylthiazolidine-2,4-dione, 0.83 ml of tributylphosphine, 0.773 g of 1,1'-(azodicarbonyl)dipiperidine and 80 ml of benzene were used, to give 0.3 g of the title compound, melting at 97°-102° C. Starting materials: CCN(CC)CCOc1ccc(C(=O)c2c(-c3ccc(OC)cc3)oc3cc(OC)ccc23)cc1, CO. The product is CCN(CC)CCOc1ccc(C(O)c2c(-c3ccc(OC)cc3)oc3cc(OC)ccc23)cc1. Reaction SMILES: [CH3:1][O:2][c:3]1[cH:4][cH:5][c:6](-[c:9]2[o:10][c:11]3[c:12]([c:13]2[C:14](=[O:15])[c:16]2[cH:17][cH:18][c:19]([O:22][CH2:23][CH2:24][N:25]([CH2:26][CH3:27])[CH2:28][CH3:29])[cH:20][cH:21]2)[cH:30][cH:31][c:32]([O:34][CH3:35])[cH:33]3)[cH:7][cH:8]1.[CH3:36][OH:37]>>[CH3:1][O:2][c:3]1[cH:4][cH:5][c:6](-[c:9]2[o:10][c:11]3[c:12]([c:13]2[CH:14]([OH:15])[c:16]2[cH:17][cH:18][c:19]([O:22][CH2:23][CH2:24][N:25]([CH2:26][CH3:27])[CH2:28][CH3:29])[cH:20][cH:21]2)[cH:30][cH:31][c:32]([O:34][CH3:35])[cH:33]3)[cH:7][cH:8]1. Product: OC1(C(N(C2=CC=C(C=C12)C)CC(C)C)=O)CC1=CC(=C(C(=C1)OC)OC)OC (3-hydroxy-1-isobutyl-5-methyl-3-(3,4,5-trimethoxybenzyl)indolin-2-one). Reaction SMILES: C(N1C2C(=CC(C)=CC=2)C(O)([CH2:13][C:14]2[CH:19]=[C:18]([O:20][CH3:21])[C:17]([O:22][CH3:23])=[C:16]([O:24][CH3:25])[CH:15]=2)C1=O)C.C([O:36][CH:37]1[C:45]2[C:40](=[CH:41][CH:42]=[C:43]([CH3:46])[CH:44]=2)[N:39]([CH2:47][CH:48]([CH3:50])[CH3:49])[C:38]1=[O:51])(=O)C1C=CC=CC=1>>[OH:36][C:37]1([CH2:13][C:14]2[CH:15]=[C:16]([O:24][CH3:25])[C:17]([O:22][CH3:23])=[C:18]([O:20][CH3:21])[CH:19]=2)[C:45]2[C:40](=[CH:41][CH:42]=[C:43]([CH3:46])[CH:44]=2)[N:39]([CH2:47][CH:48]([CH3:49])[CH3:50])[C:38]1=[O:51]. Reactants: C(C)N1C(C(C2=CC(=CC=C12)C)(CC1=CC(=C(C(=C1)OC)OC)OC)O)=O (1-ethyl-3-hydroxy-5-methyl-3-(3,4,5-trimethoxybenzyl)indolin-2-one), C(C1=CC=CC=C1)(=O)OC1C(N(C2=CC=C(C=C12)C)CC(C)C)=O (5-methyl-1-isobutyl-2-oxoindolin-3-yl benzoate). Reported procedure: This compound was made in an analogous fashion to 1-ethyl-3-hydroxy-5-methyl-3-(3,4,5-trimethoxybenzyl)indolin-2-one using 5-methyl-1-isobutyl-2-oxoindolin-3-yl benzoate. 1H-NMR δ 7.22 (s, 1H), 7.08 (d, 1H), 6.58 (d, 2H), 6.1 (s, 2H), 3.74 (s, 3H), 3.63 (s, 6H), 3.48 (m, 1H), 3.29 (d, 1H), 3.11 (m, 1H), 3.06 (bs, OH), 2.35 (s, 3H), 1.85 (m, 1H), 0.70 (dd, 6H). The reactants are NC1=C2C(C(=CN(C2=C(C(=C1F)F)F)C1CC1)C(=O)O)=O (5-amino-1-cyclopropyl-6, 7, 8-trifluoro -1,4-dihydro-4-oxo-3-quinolinecarboxylic acid), N1CC(CC1)C1=C(C=CC=C1)CN (2-(3-pyrrolidinyl)-benzenemethanamine). Yields the product NC1=C2C(C(=CN(C2=C(C(=C1F)N1CC(CC1)C1=C(C=CC=C1)CN)F)C1CC1)C(=O)O)=O (5-Amino-7-[3-[2-(aminomethyl)phenyl]-1-pyrrolidinyl]-1-cyclopropyl-6,8-difluoro-1,4-dihydro-4-oxo-3-quinolinecarboxylic acid). Yield: 48.0%. As a reaction SMILES: [NH2:1][C:2]1[C:11]([F:12])=[C:10](F)[C:9]([F:14])=[C:8]2[C:3]=1[C:4](=[O:21])[C:5]([C:18]([OH:20])=[O:19])=[CH:6][N:7]2[CH:15]1[CH2:17][CH2:16]1.[NH:22]1[CH2:26][CH2:25][CH:24]([C:27]2[CH:32]=[CH:31][CH:30]=[CH:29][C:28]=2[CH2:33][NH2:34])[CH2:23]1>>[NH2:1][C:2]1[C:11]([F:12])=[C:10]([N:22]2[CH2:26][CH2:25][CH:24]([C:27]3[CH:32]=[CH:31][CH:30]=[CH:29][C:28]=3[CH2:33][NH2:34])[CH2:23]2)[C:9]([F:14])=[C:8]2[C:3]=1[C:4](=[O:21])[C:5]([C:18]([OH:20])=[O:19])=[CH:6][N:7]2[CH:15]1[CH2:16][CH2:17]1. Reported procedure: Starting from 5-amino-1-cyclopropyl-6, 7, 8-trifluoro -1,4-dihydro-4-oxo-3-quinolinecarboxylic acid (1.00 g, 4.0 mmol) and 2-(3-pyrrolidinyl)-benzenemethanamine, a procedure analogous to that given in Example 1 provided the title compound (0.65 g, 48%) as a bright yellow solid, mp 164°-1650° C. Starting materials: C(C1=CC=CC=C1)(C1=CC=CC=C1)N (benzhydrylamine), CN1C(N(CC1)C)=O (1,3-dimethyl-2-imidazolidinone), [OH-].[Na+] (NaOH). The solvent is C(Cl)Cl (methylene chloride), C(Cl)Cl (methylene chloride). Conditions: time 3 hour. Product: CN1C(N(CC1)C)=NC(C1=CC=CC=C1)C1=CC=CC=C1 (1,3-dimethyl-2-diphenylmethyliminoimidazolidine). As a reaction SMILES: [CH3:1][N:2]1[CH2:6][CH2:5][N:4]([CH3:7])[C:3]1=O.[CH:9]([NH2:22])([C:16]1[CH:21]=[CH:20][CH:19]=[CH:18][CH:17]=1)[C:10]1[CH:15]=[CH:14][CH:13]=[CH:12][CH:11]=1.[OH-].[Na+]>C(Cl)Cl>[CH3:1][N:2]1[CH2:6][CH2:5][N:4]([CH3:7])[C:3]1=[N:22][CH:9]([C:10]1[CH:15]=[CH:14][CH:13]=[CH:12][CH:11]=1)[C:16]1[CH:21]=[CH:20][CH:19]=[CH:18][CH:17]=1 |f:2.3|. Procedure details: To 3.79 grams (0.027 mole) of boron trifluoride etherate in 3 milliliters of anhydrous ether under dry argon, is added as rapidly as possible while maintaining control of the reaction, 1.8 gram (0.02 mole) of epichlorohydrin in 7 milliliters of dry ether. After about 3 hours, the crystals of triethyloxonium fluoborate which are formed are separated and washed with fresh dry ether under dry argon. The crystals are then dissolved in dry methylene chloride (5 ml.) and a solution of 2.28 grams (0.02... The reactants are COC(=O)CBr, CN(C)C=O, CC(C)c1cccc2c1OC(C(C)C)C(=O)N2, [H-], [Na+], O. Yields the product COC(=O)CN1C(=O)C(C(C)C)Oc2c(C(C)C)cccc21. RXN SMILES: [Br:20][CH2:21][C:22](=[O:23])[O:24][CH3:25].[CH3:26][N:27]([CH3:28])[CH:29]=[O:30].[CH:1]([CH3:2])([CH3:3])[CH:4]1[O:5][c:6]2[c:7]([cH:11][cH:12][cH:13][c:14]2[CH:15]([CH3:16])[CH3:17])[NH:8][C:9]1=[O:10].[H-:18].[Na+:19].[OH2:31]>>[CH:1]([CH3:2])([CH3:3])[CH:4]1[O:5][c:6]2[c:7]([cH:11][cH:12][cH:13][c:14]2[CH:15]([CH3:16])[CH3:17])[N:8]([CH2:21][C:22](=[O:23])[O:24][CH3:25])[C:9]1=[O:10]. Isolated yield 85.8%. Reaction conditions: time 4 hour. Starting materials: C[O-].[Na+] (Sodium methylate), Cl.COCC(=N)N (methoxyacetamidine hydrochloride), C(C)OCC(CC(=O)OCC)=O (ethyl ethoxyacetoacetate). The product is C(C)OCC1=CC(=NC(=N1)COC)O (6-(ethoxymethyl)-4-hydroxy-2-(methoxymethyl)pyrimidine). Reported procedure: Sodium methylate (6.5 g, 0.12 mole) was added to a solution of methoxyacetamidine hydrochloride (6.23 g, 0.05 mole) and ethyl ethoxyacetoacetate (8.72 g. 0.05 mole) in methanol (50 ml) at room temperature, and the resulting white suspension liquor was stirred at 45° to 50° C. for 4 hours. The reaction mixture was treated in the same manner as in Example 5. Recrystallization from ether gave 8.5 g of 6-(ethoxymethyl)-4-hydroxy-2-(methoxymethyl)pyrimidine as white needle-like crystals (m.p. 96.5°-9... As a reaction SMILES: C[O-].[Na+].Cl.[CH3:5][O:6][CH2:7][C:8]([NH2:10])=[NH:9].[CH2:11]([O:13][CH2:14][C:15](=O)[CH2:16][C:17](OCC)=[O:18])[CH3:12]>CO>[CH2:11]([O:13][CH2:14][C:15]1[N:10]=[C:8]([CH2:7][O:6][CH3:5])[N:9]=[C:17]([OH:18])[CH:16]=1)[CH3:12] |f:0.1,2.3|. Solvent: CO (methanol). Starting materials: O=C([O-])O, CC1CCN(c2nc(N3CCN(C)CC3)ccc2[N+](=O)[O-])CC1, CO, [Cl-], [Fe], [NH4+], [Na+]. Yields the product CC1CCN(c2nc(N3CCN(C)CC3)ccc2N)CC1. RXN SMILES: [C:26](=[O:27])([OH:28])[O-:29].[CH3:1][CH:2]1[CH2:3][CH2:4][N:5]([c:8]2[n:9][c:10]([N:17]3[CH2:18][CH2:19][N:20]([CH3:23])[CH2:21][CH2:22]3)[cH:11][cH:12][c:13]2[N+:14]([O-:15])=[O:16])[CH2:6][CH2:7]1.[CH3:32][OH:33].[Cl-:24].[Fe:31].[NH4+:25].[Na+:30]>>[CH3:1][CH:2]1[CH2:3][CH2:4][N:5]([c:8]2[n:9][c:10]([N:17]3[CH2:18][CH2:19][N:20]([CH3:23])[CH2:21][CH2:22]3)[cH:11][cH:12][c:13]2[NH2:14])[CH2:6][CH2:7]1.